From a dataset of the Open Reaction Database (ORD), a public repository of structured organic reaction records. describe an organic reaction: reactants, conditions, products, and yield Reactants: CCO, [H][H], O=C1CC(=O)N(c2ccccc2)c2cc([N+](=O)[O-])ccc2N1. The product is Nc1ccc2c(c1)N(c1ccccc1)C(=O)CC(=O)N2. RXN SMILES: [CH3:25][CH2:26][OH:27].[H:23][H:24].[N+:1]([O-:2])(=[O:3])[c:4]1[cH:5][c:6]2[c:7]([cH:21][cH:22]1)[NH:8][C:9](=[O:20])[CH2:10][C:11](=[O:19])[N:12]2[c:13]1[cH:14][cH:15][cH:16][cH:17][cH:18]1>>[NH2:1][c:4]1[cH:5][c:6]2[c:7]([cH:21][cH:22]1)[NH:8][C:9](=[O:20])[CH2:10][C:11](=[O:19])[N:12]2[c:13]1[cH:14][cH:15][cH:16][cH:17][cH:18]1. Reactants: C(CCCCCCCCCCCCCCCCC)OCC(O)COCCOCCOCCOC(C1=CC=CC=C1)(C1=CC=CC=C1)C1=CC=CC=C1 (1-O-octadecyl-3-O-[2-[2-(2-trityloxyethoxy)ethoxy]ethyl]glycerol), C(C1=CC=CC=C1)Cl (benzyl chloride), [OH-].[Na+] (sodium hydroxide). The reagents and catalysts are [Cl-].C(CCCCCCCCCCCCCCC)[N+](C)(C)C (cetyltrimethylammonium chloride). Yields the product C(C1=CC=CC=C1)OC(COCCOCCOCCO)COCCCCCCCCCCCCCCCCCC (2-O-Benzyl-1-O-[2-[2-(2-hydroxyethoxy)ethoxy]ethyl]-3-O-octadecylglycerol). The yield is 90.0%. As a reaction SMILES: [CH2:1]([O:19][CH2:20][CH:21]([CH2:23][O:24][CH2:25][CH2:26][O:27][CH2:28][CH2:29][O:30][CH2:31][CH2:32][O:33]C(C1C=CC=CC=1)(C1C=CC=CC=1)C1C=CC=CC=1)[OH:22])[CH2:2][CH2:3][CH2:4][CH2:5][CH2:6][CH2:7][CH2:8][CH2:9][CH2:10][CH2:11][CH2:12][CH2:13][CH2:14][CH2:15][CH2:16][CH2:17][CH3:18].[CH2:53](Cl)[C:54]1[CH:59]=[CH:58][CH:57]=[CH:56][CH:55]=1.[OH-].[Na+]>[Cl-].C([N+](C)(C)C)CCCCCCCCCCCCCCC>[CH2:53]([O:22][CH:21]([CH2:20][O:19][CH2:1][CH2:2][CH2:3][CH2:4][CH2:5][CH2:6][CH2:7][CH2:8][CH2:9][CH2:10][CH2:11][CH2:12][CH2:13][CH2:14][CH2:15][CH2:16][CH2:17][CH3:18])[CH2:23][O:24][CH2:25][CH2:26][O:27][CH2:28][CH2:29][O:30][CH2:31][CH2:32][OH:33])[C:54]1[CH:59]=[CH:58][CH:57]=[CH:56][CH:55]=1 |f:2.3,4.5|. Procedure details: 7.2 g (10 millimole) of 1-O-octadecyl-3-O-[2-[2-(2-trityloxyethoxy)ethoxy]ethyl]glycerol, 2.5 g (20 millimole) of benzyl chloride, 4 g (50 millimole) of 50% sodium hydroxide, 160 mg (0.5 millimole) of cetyltrimethylammonium chloride were treated by following a procedure similar to that described in Working Example 10, to give 5.1 g (88%) of the above-captioned compound. Starting materials: B, C1CCOC1, C1CCOC1, CO, O=C(O)c1cc(F)c(F)cc1[N+](=O)[O-]. Yields the product O=[N+]([O-])c1cc(F)c(F)cc1CO. As a reaction SMILES: [BH3:20].[CH2:15]1[O:16][CH2:17][CH2:18][CH2:19]1.[CH2:21]1[O:22][CH2:23][CH2:24][CH2:25]1.[CH3:26][OH:27].[F:1][c:2]1[cH:3][c:4]([N+:12](=[O:13])[O-:14])[c:5]([C:6](=[O:7])[OH:8])[cH:9][c:10]1[F:11]>>[F:1][c:2]1[cH:3][c:4]([N+:12](=[O:13])[O-:14])[c:5]([CH2:6][OH:7])[cH:9][c:10]1[F:11]. The reactants are ClCC=1NC2=C(N1)C=CC=C2 (2- chloromethybenzimidazole), NC1=CC=NC=C1 (4- aminopyridine). The solvent is C(C)O (ethanol). Reaction conditions: temperature 0 celsius. Yields the product Cl.Cl.N1=CC=C(C=C1)NCC=1NC2=C(N1)C=CC=C2 (2- (4- pyridylaminomethyl) benzimidazole dihydrochloride). Yield: 113.1%. RXN SMILES: [Cl:1][CH2:2][C:3]1[NH:4][C:5]2[CH:11]=[CH:10][CH:9]=[CH:8][C:6]=2[N:7]=1.[NH2:12][C:13]1[CH:18]=[CH:17][N:16]=[CH:15][CH:14]=1>C(O)C>[ClH:1].[ClH:1].[N:16]1[CH:17]=[CH:18][C:13]([NH:12][CH2:2][C:3]2[NH:4][C:5]3[CH:11]=[CH:10][CH:9]=[CH:8][C:6]=3[N:7]=2)=[CH:14][CH:15]=1 |f:3.4.5|. Procedure details: A solution of 1.665 g (10 m mol) of 2- chloromethybenzimidazole and 1.88 g (20 m mol) of 4- aminopyridine in 20 ml of ethanol was refluxed under heating for three hours. The solution was evaporated in vacuo to a dark oil, dissolved in 20 ml of water and washed twice with 20 ml of ethylacetate The aqueous phase was evaporated in vacuo. The residual oil was dissolved in 3 ml of concentrated hydrochloric acid and chilled (0° C.) causing a crystalline precipitate to form. The crystals were filtered ... Reactants: C(C1=CC=NC=C1)(=O)O (isonicotinic acid), ON1C(CCC1=O)=O (N-hydroxysuccinimide), N,N-dicyclohexylcarbodiimide. Run in C1CCOC1 (THF). Yields the product C(C1=CC=NC=C1)(=O)ON1C(CCC1=O)=O (2,5-dioxopyrrolidin-1-yl isonicotinate). Reaction SMILES: [C:1]([OH:9])(=[O:8])[C:2]1[CH:7]=[CH:6][N:5]=[CH:4][CH:3]=1.O[N:11]1[C:15](=[O:16])[CH2:14][CH2:13][C:12]1=[O:17]>C1COCC1>[C:1]([O:9][N:11]1[C:15](=[O:16])[CH2:14][CH2:13][C:12]1=[O:17])(=[O:8])[C:2]1[CH:7]=[CH:6][N:5]=[CH:4][CH:3]=1. Procedure: A mixture of isonicotinic acid (3 g), N-hydroxysuccinimide (2.79 g) and N,N-dicyclohexylcarbodiimide (5.52 g) was stirred in THF (200 mL) for 16 hours. The solid was filtered off and the solvent evaporated under reduced pressure. The residue was triturated with ethyl acetate and more solid filtered off. The filtrates were concentrated under reduced pressure gave 2,5-dioxopyrrolidin-1-yl isonicotinate (5.27 g). MS: 221 [MH]+. Yield: 98.7%. As a reaction SMILES: [CH2:1]([O:3][C:4]([C@@H:6]([NH:23][C@@H:24]1[C:30](=[O:31])[N:29]([CH2:32][C:33]([O:35]C(C)(C)C)=[O:34])[C:28]2[CH:40]=[CH:41][CH:42]=[CH:43][C:27]=2[S:26][CH2:25]1)[CH2:7][CH2:8][CH2:9][CH2:10][CH2:11][N:12]1[C:16](=[O:17])[C:15]2=[CH:18][CH:19]=[CH:20][CH:21]=[C:14]2[C:13]1=[O:22])=[O:5])[CH3:2].C(OCC)(=O)C.[ClH:50]>>[ClH:50].[CH2:1]([O:3][C:4]([C@@H:6]([NH:23][C@@H:24]1[C:30](=[O:31])[N:29]([CH2:32][C:33]([OH:35])=[O:34])[C:28]2[CH:40]=[CH:41][CH:42]=[CH:43][C:27]=2[S:26][CH2:25]1)[CH2:7][CH2:8][CH2:9][CH2:10][CH2:11][N:12]1[C:13](=[O:22])[C:14]2=[CH:21][CH:20]=[CH:19][CH:18]=[C:15]2[C:16]1=[O:17])=[O:5])[CH3:2] |f:1.2,3.4|. Starting materials: C(C)OC(=O)[C@H](CCCCCN1C(C=2C(C1=O)=CC=CC2)=O)N[C@H]2CSC1=C(N(C2=O)CC(=O)OC(C)(C)C)C=CC=C1 (tert-butyl 3(R)-[1(S)-ethoxycarbonyl-6-phthalimidohexyl]amino-4-oxo-2,3,4,5-tetrahydro-1,5-benzothiazepine-5-acetate), C(C)(=O)OCC.Cl (hydrogen chloride-ethyl acetate). Yields the product Cl.C(C)OC(=O)[C@H](CCCCCN1C(C=2C(C1=O)=CC=CC2)=O)N[C@H]2CSC1=C(N(C2=O)CC(=O)O)C=CC=C1 (3(R)-[1(S)-ethoxycarbonyl-6-phthalimidohexyl]amino-4-oxo-2,3,4,5-tetrahydro-1,5-benzothiazepine-5-acetic acid hydrochloride). Procedure details: In 5 ml of 5N hydrogen chloride-ethyl acetate solution is dissolved 0.12 g of tert-butyl 3(R)-[1(S)-ethoxycarbonyl-6-phthalimidohexyl]amino-4-oxo-2,3,4,5-tetrahydro-1,5-benzothiazepine-5-acetate, and the solution is left standing at room temperature for 1 hour. Petroleum ether (50 ml) is added to the solution and the deposited precipitate is dried under reduced pressure to give 0.1 g of 3(R)-[1(S)-ethoxycarbonyl-6-phthalimidohexyl]amino-4-oxo-2,3,4,5-tetrahydro-1,5-benzothiazepine-5-acetic acid ... Run in Petroleum ether. Run at time 1 hour.